This data is from the Open Reaction Database (ORD), a public repository of structured organic reaction records. The task is: describe an organic reaction: reactants, conditions, products, and yield Starting materials: C(C)(C)(C)OC(=O)N1CCC=C(C1)C(N)=O (1-tert-butoxycarbonyl-5-carbamoyl-1,2,3,6-tetrahydropyridine), FC(C(=O)O)(F)F (trifluoroacetic acid). The solvent is C(Cl)(Cl)Cl (chloroform). Reaction conditions: time 30 minute. Product: FC(C(=O)O)(F)F.C(N)(=O)C1=CCCNC1 (5-carbamoyl-1,2,3,6-tetrahydropyridine trifluoroacetate). RXN SMILES: C(OC([N:8]1[CH2:13][C:12]([C:14](=[O:16])[NH2:15])=[CH:11][CH2:10][CH2:9]1)=O)(C)(C)C.[F:17][C:18]([F:23])([F:22])[C:19]([OH:21])=[O:20]>C(Cl)(Cl)Cl>[F:17][C:18]([F:23])([F:22])[C:19]([OH:21])=[O:20].[C:14]([C:12]1[CH2:13][NH:8][CH2:9][CH2:10][CH:11]=1)(=[O:16])[NH2:15] |f:3.4|. Procedure: In 4.0 ml of chloroform, 1.1 g of 1-tert-butoxycarbonyl-5-carbamoyl-1,2,3,6-tetrahydropyridine was dissolved, and 4.0 ml of trifluoroacetic acid was added thereto. The reaction mixture was stirred for 30 minutes at room temperature, and was subsequently concentrated under reduced pressure to yield 1.4 g of crude 5-carbamoyl-1,2,3,6-tetrahydropyridine trifluoroacetate in the form of amorphous. Reactants: ClC1=C2C(=NN=C1C1=CC=CC=C1)NN=C2C2=CC=CC=C2 (4-chloro-3,5-diphenyl-1H-pyrazolo[3,4-c]pyridazine), FC(CCO)(F)F (3,3,3-trifluoropropan-1-ol). The product is ClC1=C2C(=NN=C1C1=CC=CC=C1)N(N=C2C2=CC=CC=C2)CCC(F)(F)F (4-chloro-3,5-diphenyl-1-(3,3,3-trifluoropropyl)pyrazolo[3,4-c]pyridazine). RXN SMILES: [Cl:1][C:2]1[C:7]([C:8]2[CH:13]=[CH:12][CH:11]=[CH:10][CH:9]=2)=[N:6][N:5]=[C:4]2[NH:14][N:15]=[C:16]([C:17]3[CH:22]=[CH:21][CH:20]=[CH:19][CH:18]=3)[C:3]=12.[F:23][C:24]([F:29])([F:28])[CH2:25][CH2:26]O>>[Cl:1][C:2]1[C:7]([C:8]2[CH:9]=[CH:10][CH:11]=[CH:12][CH:13]=2)=[N:6][N:5]=[C:4]2[N:14]([CH2:26][CH2:25][C:24]([F:29])([F:28])[F:23])[N:15]=[C:16]([C:17]3[CH:18]=[CH:19][CH:20]=[CH:21][CH:22]=3)[C:3]=12. Reported procedure: Compound IId was synthesized from 4-chloro-3,5-diphenyl-1H-pyrazolo[3,4-c]pyridazine and 3,3,3-trifluoropropan-1-ol following the general procedure for the Mitsunobu reaction as described above. Starting materials: 18g, C(C1=CC=CC=C1)OCC1(CCC1)CC(N)=S (2-{1-[(benzyloxy)methyl]cyclobutyl}ethanethioamide), BrCC(CC(F)(F)F)=O (1-bromo-4,4,4-trifluoro-2-butanone). Yields the product CC=1N=C(SC1)CC1(CCC1)CO ({1-[(4-methyl-1,3-thiazol-2-yl)methyl]cyclobutyl}methanol). Reaction SMILES: C([O:8][CH2:9][C:10]1([CH2:14][C:15](=[S:17])[NH2:16])[CH2:13][CH2:12][CH2:11]1)C1C=CC=CC=1.Br[CH2:19][C:20](=O)[CH2:21]C(F)(F)F>>[CH3:21][C:20]1[N:16]=[C:15]([CH2:14][C:10]2([CH2:9][OH:8])[CH2:11][CH2:12][CH2:13]2)[S:17][CH:19]=1. Reported procedure: The title compound was prepared using the same experimental procedure as in examples 18f and 18g from 2-{1-[(benzyloxy)methyl]cyclobutyl}ethanethioamide and 1-bromo-4,4,4-trifluoro-2-butanone. 1H NMR (300 MHz, CDCl3) δ 7.25 (s, 1H), 3.35 (s, 2H), 2.82 (br s, 2H), 2.02-1.91 (m, 6H).